Dataset: the Open Reaction Database (ORD), a public repository of structured organic reaction records. Task: describe an organic reaction: reactants, conditions, products, and yield The reactants are CC(=O)OCC(C#N)(CCl)OCCO, CCO, NO. Yields the product CC(=O)OCC(CCl)(OCCO)C(=N)NO. Reaction SMILES: [C:1]([CH3:2])(=[O:3])[O:4][CH2:5][C:6]([CH2:7][Cl:8])([O:9][CH2:10][CH2:11][OH:12])[C:13]#[N:14].[CH3:17][CH2:18][OH:19].[NH2:15][OH:16]>>[C:1]([CH3:2])(=[O:3])[O:4][CH2:5][C:6]([CH2:7][Cl:8])([O:9][CH2:10][CH2:11][OH:12])[C:13](=[NH:14])[NH:15][OH:16]. Starting materials: [Al+3], C1CCOC1, CCC1NCCN(Cc2ccccc2)C1=O, [H-], [H-], [H-], [H-], [Li+]. Yields the product CCC1CN(Cc2ccccc2)CCN1. As a reaction SMILES: [Al+3:2].[CH2:23]1[O:24][CH2:25][CH2:26][CH2:27]1.[CH2:7]([c:8]1[cH:9][cH:10][cH:11][cH:12][cH:13]1)[N:14]1[C:15](=[O:22])[CH:16]([CH2:20][CH3:21])[NH:17][CH2:18][CH2:19]1.[H-:1].[H-:4].[H-:5].[H-:6].[Li+:3]>>[CH2:7]([c:8]1[cH:9][cH:10][cH:11][cH:12][cH:13]1)[N:14]1[CH2:15][CH:16]([CH2:20][CH3:21])[NH:17][CH2:18][CH2:19]1. Reactants: NC1=C(C=O)C=C(C=N1)C1=CC=C(C=C1)OC (2-amino-5-(4-methoxyphenyl)nicotinaldehyde), CCOC(=O)C (EtOAc), NC=1C=C(C=CC1N)S(=O)(=O)N (3,4-diaminobenzene-1-sulphonamide), OS(=O)[O-].[Na+] (NaHSO3). Run in CC(=O)N(C)C (dimethylacetamide). Run at temperature 200 celsius, time 1 hour. Product: NC1=NC=C(C=C1C1=NC2=C(N1)C=C(C=C2)S(=O)(=O)N)C2=CC=C(C=C2)OC (2-[2-amino-5-(4-methoxyphenyl)pyridin-3-yl]-1H-benzimidazole-6-sulfonamide). Isolated yield 15.0%. Reaction SMILES: [NH2:1][C:2]1[N:9]=[CH:8][C:7]([C:10]2[CH:15]=[CH:14][C:13]([O:16][CH3:17])=[CH:12][CH:11]=2)=[CH:6][C:3]=1[CH:4]=O.[NH2:18][C:19]1[CH:20]=[C:21]([S:26]([NH2:29])(=[O:28])=[O:27])[CH:22]=[CH:23][C:24]=1[NH2:25].OS([O-])=O.[Na+].CCOC(C)=O>CC(N(C)C)=O>[NH2:1][C:2]1[C:3]([C:4]2[NH:18][C:19]3[CH:20]=[C:21]([S:26]([NH2:29])(=[O:27])=[O:28])[CH:22]=[CH:23][C:24]=3[N:25]=2)=[CH:6][C:7]([C:10]2[CH:15]=[CH:14][C:13]([O:16][CH3:17])=[CH:12][CH:11]=2)=[CH:8][N:9]=1 |f:2.3|. Procedure: 2-amino-5-(4-methoxyphenyl)nicotinaldehyde (61.6 mg, 0.27 mmol), 3,4-diaminobenzene-1-sulphonamide (59.7 mg, 0.32 mmol), and NaHSO3 (29.2 mg, 0.4 mmol) were suspended in 3 ml dimethylacetamide. The reaction mixture was heated to 200° C. for 10 min in the SmithSynthesizer™ microwave instrument. Upon cooling, 5 ml of 4:1H2O/EtOAc was added to afford a slurry which was stirred for 1 h. The solids were collected via vacuum filtration, washed with water and then diethyl ether, and dried under vacuum ... The yield is 17.0%. The product is C(C1=CC=CC=C1)OC1=CC(=C(C=O)C=C1)C (4-Benzyloxy-2-methyl-benzaldehyde). The reactants are C(C1=CC=CC=C1)OC1=CC(=CC=C1)C (1-benzyloxy-3-methyl-benzene), P(=O)(Cl)(Cl)Cl (phosphorous oxychloride), [B] (Boron), C(C)(=O)[O-].[Na+] (sodium acetate), C(C1=CC=CC=C1)OC1=CC(=CC=C1)C (1-benzyloxy-3-methyl-benzene). Reaction conditions: temperature 110 celsius, time 10 minute. As a reaction SMILES: P(Cl)(Cl)(Cl)=O.[CH2:6]([O:13][C:14]1[CH:19]=[CH:18][CH:17]=[C:16]([CH3:20])[CH:15]=1)[C:7]1[CH:12]=[CH:11][CH:10]=[CH:9][CH:8]=1.[B].[C:22]([O-])(=[O:24])C.[Na+]>CN(C)C=O>[CH2:6]([O:13][C:14]1[CH:19]=[CH:18][C:17]([CH:22]=[O:24])=[C:16]([CH3:20])[CH:15]=1)[C:7]1[CH:8]=[CH:9][CH:10]=[CH:11][CH:12]=1 |f:3.4|. Procedure details: Dry N,N-dimethylformamide (34.2 ml, 444 mmol) was added dropwise with stirring and cooling under an argon atmosphere to phosphorous oxychloride (18.3 ml, 200 mmol) at such a rate that the temperature did not exceed 10° C. After 30 min stirring at 0° C., a solution of 1-benzyloxy-3-methyl-benzene (22 g, 111 mmol) in N,N-dimethylformamide (22 ml) was added dropwise within 30 min (for the preparation of 1-benzyloxy-3-methyl-benzene see: D. Bogdal, J. Pielichowski, A. Boron, Syn. Commun. 1998, 28, 3... The solvent is CN(C=O)C (N,N-dimethylformamide), CN(C=O)C (N,N-dimethylformamide). Reactants: C(C)OC(C1=CC(=CC(=C1)CBr)CBr)=O (3,5-bis[bromomethyl]benzoic acid ethyl ester), [O-]CC.[K+] (potassium ethoxide). Solvent: C(C)O (ethanol). Reaction conditions: time 8 hour. Yields the product BrCC=1C=C(C(=O)OCC)C=C(C1)COCC (3-Bromomethyl-5-{ethoxymethyl}benzoic acid, ethyl ester). RXN SMILES: [CH2:1]([O:3][C:4](=[O:15])[C:5]1[CH:10]=[C:9]([CH2:11][Br:12])[CH:8]=[C:7]([CH2:13]Br)[CH:6]=1)[CH3:2].[O-:16][CH2:17][CH3:18].[K+]>C(O)C>[Br:12][CH2:11][C:9]1[CH:10]=[C:5]([CH:6]=[C:7]([CH2:13][O:16][CH2:17][CH3:18])[CH:8]=1)[C:4]([O:3][CH2:1][CH3:2])=[O:15] |f:1.2|. Procedure details: A stirred solution of 3,5-bis[bromomethyl]benzoic acid ethyl ester (3g) in ethanol (100 ml) was treated with potassium ethoxide (0.75 g) and stirred overnight. The mixture was partitioned between ethyl acetate and water. The organic phase was dried (MgSO4) and evaporated and the residue purified by chromatography eluting with 10% ethyl acetate in isohexane. Yield 1.3 g. Starting materials: OCc1ccc(OCc2ccccc2)c2c1OCCO2, ClC(Cl)Cl, O=S(Cl)Cl. Yields the product ClCc1ccc(OCc2ccccc2)c2c1OCCO2. Reaction SMILES: [CH2:1]([c:2]1[cH:3][cH:4][cH:5][cH:6][cH:7]1)[O:8][c:9]1[cH:10][cH:11][c:12]([CH2:19][OH:20])[c:13]2[c:18]1[O:17][CH2:16][CH2:15][O:14]2.[CH:25]([Cl:26])([Cl:27])[Cl:28].[S:21]([Cl:22])([Cl:23])=[O:24]>>[CH2:1]([c:2]1[cH:3][cH:4][cH:5][cH:6][cH:7]1)[O:8][c:9]1[cH:10][cH:11][c:12]([CH2:19][Cl:23])[c:13]2[c:18]1[O:17][CH2:16][CH2:15][O:14]2. Reactants: Cl, [K+], NC(=O)C1CCC(C2CCC(CCC3OCCO3)CC2)CC1, [OH-], O, OCCO. The product is O=C(O)C1CCC(C2CCC(CCC3OCCO3)CC2)CC1. RXN SMILES: [ClH:26].[K+:24].[O:1]1[CH:2]([CH2:6][CH2:7][CH:8]2[CH2:9][CH2:10][CH:11]([CH:14]3[CH2:15][CH2:16][CH:17]([C:20](=[O:21])[NH2:22])[CH2:18][CH2:19]3)[CH2:12][CH2:13]2)[O:3][CH2:4][CH2:5]1.[OH-:23].[OH2:25].[OH:27][CH2:28][CH2:29][OH:30]>>[O:1]1[CH:2]([CH2:6][CH2:7][CH:8]2[CH2:9][CH2:10][CH:11]([CH:14]3[CH2:15][CH2:16][CH:17]([C:20]([OH:21])=[O:23])[CH2:18][CH2:19]3)[CH2:12][CH2:13]2)[O:3][CH2:4][CH2:5]1. The reactants are ClC1=NC2=CC=CC=C2C(=N1)Cl (2,4-dichloroquinazoline), C(CCC)N (butylamine), CC1=NNC(=C1)C (3,5-dimethylpyrazole). Product: Cl.C(CCC)NC1=NC(=NC2=CC=CC=C12)N1N=C(C=C1C)C (Butyl-[2-(3,5-dimethyl-pyrazol-1-yl)-quinazolin-4-yl]-amine, Hydrochloride). Reaction SMILES: [Cl:1][C:2]1[N:11]=[C:10](Cl)[C:9]2[C:4](=[CH:5][CH:6]=[CH:7][CH:8]=2)[N:3]=1.[CH2:13]([NH2:17])[CH2:14][CH2:15][CH3:16].[CH3:18][C:19]1[CH:23]=[C:22]([CH3:24])[NH:21][N:20]=1>>[ClH:1].[CH2:13]([NH:17][C:10]1[C:9]2[C:4](=[CH:5][CH:6]=[CH:7][CH:8]=2)[N:3]=[C:2]([N:20]2[C:19]([CH3:18])=[CH:23][C:22]([CH3:24])=[N:21]2)[N:11]=1)[CH2:14][CH2:15][CH3:16] |f:3.4|. Reported procedure: Was prepared according to Method A from 2,4-dichloroquinazoline, butylamine and 3,5-dimethylpyrazole. Mp. 98.4° C. The reactants are [H][H] (hydrogen), C1(CCCO1)=O (butyrolactone), C(CCCO)O (1,4-butanediol). The product is C1(CCCO1)=O (butyrolactone), C(CCC)(O)O (butanediol). As a reaction SMILES: [C:1]1(=[O:6])[O:5][CH2:4][CH2:3][CH2:2]1.C(O)CCCO.[H][H]>>[C:1]1(=[O:6])[O:5][CH2:4][CH2:3][CH2:2]1.[CH:1]([OH:6])([OH:5])[CH2:2][CH2:3][CH3:4]. Procedure details: Example 2 was repeated using this catalyst, except that the liquid feed to the vaporizer was a 1:1 mixture of butyrolactone and 1,4-butanediol, the hydrogen pressure was maintained at 900 psig. and the LHSV was 0.1. A 98% conversation of butyrolactone with 97% selectivity to butanediol was obtained. Starting materials: C(C)OC(=O)C=1C2=C(C(=NC1C)NN)N=NN2CC (1-ethyl-4-hydrazino-6-methyl-1H-1,2,3-triazolo[4,5-c]pyridine-7-carboxylic acid ethyl ester), CC(=O)C (acetone). The reagents and catalysts are C(C)(=O)O (acetic acid). Conditions: time 8 hour. Yields the product C(C)OC(=O)C=1C2=C(C(=NC1C)NN=C(C)C)N=NN2CC (1-ethyl-6-methyl-4-[2-(1-methylethylidene)hydrazino]-1H-1,2,3-triazolo[4,5-c]pyridine-7-carboxylic acid ethyl ester). The yield is 95.0%. RXN SMILES: [CH2:1]([O:3][C:4]([C:6]1[C:7]2[N:17]([CH2:18][CH3:19])[N:16]=[N:15][C:8]=2[C:9]([NH:13][NH2:14])=[N:10][C:11]=1[CH3:12])=[O:5])[CH3:2].[CH3:20][C:21]([CH3:23])=O>C(O)(=O)C>[CH2:1]([O:3][C:4]([C:6]1[C:7]2[N:17]([CH2:18][CH3:19])[N:16]=[N:15][C:8]=2[C:9]([NH:13][N:14]=[C:21]([CH3:23])[CH3:20])=[N:10][C:11]=1[CH3:12])=[O:5])[CH3:2]. Procedure: 2.6 g. of 1-ethyl-4-hydrazino-6-methyl-1H-1,2,3-triazolo[4,5-c]pyridine-7-carboxylic acid ethyl ester (0.01 mol.) are dissolved in 10 ml. of acetone. One drop of acetic acid is added and the mixture is allowed to stand overnight. The excess acetone is distilled off in vacuo and the residue is recrystallized from petroleum ether to obtain 1-ethyl-6-methyl-4-[2-(1-methylethylidene)hydrazino]-1H-1,2,3-triazolo[4,5-c]pyridine-7-carboxylic acid ethyl ester in 95% yield, m.p. 68°-72°.